Dataset: the Open Reaction Database (ORD), a public repository of structured organic reaction records. Task: describe an organic reaction: reactants, conditions, products, and yield Starting materials: Cc1ccccc1, NN, CC(CN1C(=O)c2ccccc2C1=O)c1ccccc1. Yields the product CC(CN)c1ccccc1. Reaction SMILES: [CH3:23][c:24]1[cH:25][cH:26][cH:27][cH:28][cH:29]1.[NH2:21][NH2:22].[c:1]1([CH:7]([CH2:8][N:9]2[C:10](=[O:11])[c:12]3[c:13]([cH:14][cH:15][cH:16][cH:17]3)[C:18]2=[O:19])[CH3:20])[cH:2][cH:3][cH:4][cH:5][cH:6]1>>[c:1]1([CH:7]([CH2:8][NH2:9])[CH3:20])[cH:2][cH:3][cH:4][cH:5][cH:6]1. Reactants: Cl (HCl), O=C1NC2=CC=CC(=C2C1)C=1C=NC=C(C(=O)O)C1 (5-(2-oxo-2,3-dihydro-1H-indol-4-yl)-nicotinic acid), CC1=C(NC(=C1C(=O)N1CCN(CC1)C)C)C=O (3,5-dimethyl-4-(4-methylpiperazine-1-carbonyl)-1H-pyrrole-2-carbaldehyde), N1CCCCC1 (piperidine). Run in C(C)O (ethanol). Run at temperature 60 celsius. The product is CC1=C(NC(=C1C(=O)N1CCN(CC1)C)C)C=C1C(NC2=CC=CC(=C12)C=1C=NC=C(C(=O)O)C1)=O (5-{3-[3,5-Dimethyl-4-(4-methylpiperazine-1-carbonyl)-1H-pyrrol-2-ylmethylene]-2-oxo-2,3-dihydro-1H-indol-4-yl}-nicotinic Acid). As a reaction SMILES: [O:1]=[C:2]1[CH2:10][C:9]2[C:4](=[CH:5][CH:6]=[CH:7][C:8]=2[C:11]2[CH:12]=[N:13][CH:14]=[C:15]([CH:19]=2)[C:16]([OH:18])=[O:17])[NH:3]1.[CH3:20][C:21]1[C:25]([C:26]([N:28]2[CH2:33][CH2:32][N:31]([CH3:34])[CH2:30][CH2:29]2)=[O:27])=[C:24]([CH3:35])[NH:23][C:22]=1[CH:36]=O.N1CCCCC1.Cl>C(O)C>[CH3:20][C:21]1[C:25]([C:26]([N:28]2[CH2:29][CH2:30][N:31]([CH3:34])[CH2:32][CH2:33]2)=[O:27])=[C:24]([CH3:35])[NH:23][C:22]=1[CH:36]=[C:10]1[C:9]2[C:4](=[CH:5][CH:6]=[CH:7][C:8]=2[C:11]2[CH:12]=[N:13][CH:14]=[C:15]([CH:19]=2)[C:16]([OH:18])=[O:17])[NH:3][C:2]1=[O:1]. Reported procedure: A mixture of 5-(2-oxo-2,3-dihydro-1H-indol-4-yl)-nicotinic acid (381 mg, 1.5 mmol), 3,5-dimethyl-4-(4-methylpiperazine-1-carbonyl)-1H-pyrrole-2-carbaldehyde (374 mg, 1.5 mmol) and piperidine (1 mL) in ethanol (5 mL) was heated in a sealed cube at 60° C. for 5 hours. The reaction was acidified with 1N HCl and the resulted precipitate was collected by vacuum filtration, washed with water and dried to give the title compound. Reactants: N#Cc1cccc(Br)c1, CC(=O)[O-], CC(=O)[O-], O=C1CC(c2ccc(OCc3ccccc3)c(OC3CCCC3)c2)CN1, ClCCl, [Cu+2], Oc1ccccc1. Yields the product N#Cc1cccc(N2CC(c3ccc(OCc4ccccc4)c(OC4CCCC4)c3)CC2=O)c1. As a reaction SMILES: [Br:27][c:28]1[cH:29][c:30]([C:31]#[N:32])[cH:33][cH:34][cH:35]1.[C:46]([O-:47])(=[O:48])[CH3:49].[C:51]([O-:52])(=[O:53])[CH3:54].[CH2:1]([c:2]1[cH:3][cH:4][cH:5][cH:6][cH:7]1)[O:8][c:9]1[c:10]([O:21][CH:22]2[CH2:23][CH2:24][CH2:25][CH2:26]2)[cH:11][c:12]([CH:15]2[CH2:16][C:17](=[O:20])[NH:18][CH2:19]2)[cH:13][cH:14]1.[Cl:43][CH2:44][Cl:45].[Cu+2:50].[OH:36][c:37]1[cH:38][cH:39][cH:40][cH:41][cH:42]1>>[CH2:1]([c:2]1[cH:3][cH:4][cH:5][cH:6][cH:7]1)[O:8][c:9]1[c:10]([O:21][CH:22]2[CH2:23][CH2:24][CH2:25][CH2:26]2)[cH:11][c:12]([CH:15]2[CH2:16][C:17](=[O:20])[N:18]([c:28]3[cH:29][c:30]([C:31]#[N:32])[cH:33][cH:34][cH:35]3)[CH2:19]2)[cH:13][cH:14]1. The product is COC(=O)c1cccc(CN(CC(O)C(F)(F)F)c2cccc(Oc3ccccc3)c2)c1. RXN SMILES: [CH2:62]([Cl:63])[Cl:64].[CH3:58][C:59]#[N:60].[F:26][C:27]([CH:28]1[CH2:29][O:30]1)([F:31])[F:32].[F:33][C:34]([F:35])([F:36])[S:37]([O-:38])(=[O:39])=[O:40].[F:42][C:43]([F:44])([F:45])[S:46]([O-:47])(=[O:48])=[O:49].[F:50][C:51]([F:52])([F:53])[S:54]([O-:55])(=[O:56])=[O:57].[O:1]([c:2]1[cH:3][cH:4][cH:5][cH:6][cH:7]1)[c:8]1[cH:9][c:10]([NH:14][CH2:15][c:16]2[cH:17][c:18]([C:19](=[O:20])[O:21][CH3:22])[cH:23][cH:24][cH:25]2)[cH:11][cH:12][cH:13]1.[OH2:61].[Yb+3:41]>>[O:1]([c:2]1[cH:3][cH:4][cH:5][cH:6][cH:7]1)[c:8]1[cH:9][c:10]([N:14]([CH2:15][c:16]2[cH:17][c:18]([C:19](=[O:20])[O:21][CH3:22])[cH:23][cH:24][cH:25]2)[CH2:29][CH:28]([C:27]([F:26])([F:31])[F:32])[OH:30])[cH:11][cH:12][cH:13]1. Reactants: ClCCl, CC#N, FC(F)(F)C1CO1, O=S(=O)([O-])C(F)(F)F, O=S(=O)([O-])C(F)(F)F, O=S(=O)([O-])C(F)(F)F, COC(=O)c1cccc(CNc2cccc(Oc3ccccc3)c2)c1, O, [Yb+3]. Procedure: To a solution of N-(4-fluorobenzyl)-8-methoxy-5-(methylamino)-1,6-naphthyridine-7-carboxamide(93 mg, 0.27 mmol) in CH2Cl2 (1 mL) at OC was added diisopropylethylamine (0.14 mL, 1.5 mmol) and triphosgene (0.04 g, 0.14 mmol) and the mixture was stirred at room temperature for 16 hr. Additional diisopropylethylamine (0.07 mL, 0.08 mmol) and triphosgene (0.02 g, 0.07 mmol) was added and the reaction was stirred an additional 16 hr at room temperature. A portion of this solution (0.5 mL) was treated ... Yields the product CN(C(=O)N(C1=C2C=CC=NC2=C(C(=N1)C(=O)NCC1=CC=C(C=C1)F)OC)C)C (5-[[(dimethylamino)carbonyl](methyl)amino]-N-(4-fluorobenzyl)-8-methoxy-1,6-naphthyridine-7-carboxamide). As a reaction SMILES: [F:1][C:2]1[CH:25]=[CH:24][C:5]([CH2:6][NH:7][C:8]([C:10]2C(OC)=[C:18]3[C:13]([CH:14]=[CH:15][CH:16]=[N:17]3)=[C:12]([NH:22][CH3:23])[N:11]=2)=[O:9])=[CH:4][CH:3]=1.[CH:26]([N:29]([CH:32](C)C)[CH2:30]C)(C)C.ClC(Cl)(O[C:39](=O)[O:40][C:41](Cl)(Cl)Cl)Cl.CNC.C1C[O:53]CC1>C(Cl)Cl>[CH3:26][N:29]([CH3:32])[C:30]([N:22]([CH3:23])[C:12]1[N:11]=[C:10]([C:8]([NH:7][CH2:6][C:5]2[CH:4]=[CH:3][C:2]([F:1])=[CH:25][CH:24]=2)=[O:9])[C:39]([O:40][CH3:41])=[C:18]2[C:13]=1[CH:14]=[CH:15][CH:16]=[N:17]2)=[O:53]. Solvent: C(Cl)Cl (CH2Cl2). Reaction conditions: time 16 hour. Reactants: C(C)(C)N(CC)C(C)C (diisopropylethylamine), ClC(Cl)(OC(OC(Cl)(Cl)Cl)=O)Cl (triphosgene), FC1=CC=C(CNC(=O)C2=NC(=C3C=CC=NC3=C2OC)NC)C=C1 (N-(4-fluorobenzyl)-8-methoxy-5-(methylamino)-1,6-naphthyridine-7-carboxamide), C(C)(C)N(CC)C(C)C (diisopropylethylamine), ClC(Cl)(OC(OC(Cl)(Cl)Cl)=O)Cl (triphosgene), solution, CNC (dimethylamine), solution, C1CCOC1 (THF). Starting materials: C1CCOC1, C=CCC(CC=C)(COc1ccc(-c2ccc(C(F)(F)F)cc2)cc1)c1ccc(C(=O)NCCC(=O)OC)cc1, Cl, [Li+], [OH-]. Product: C=CCC(CC=C)(COc1ccc(-c2ccc(C(F)(F)F)cc2)cc1)c1ccc(C(=O)NCCC(=O)O)cc1. As a reaction SMILES: [CH2:44]1[O:45][CH2:46][CH2:47][CH2:48]1.[CH3:1][O:2][C:3]([CH2:4][CH2:5][NH:6][C:7]([c:8]1[cH:9][cH:10][c:11]([C:14]([CH2:15][CH:16]=[CH2:17])([CH2:18][O:19][c:20]2[cH:21][cH:22][c:23](-[c:26]3[cH:27][cH:28][c:29]([C:32]([F:33])([F:34])[F:35])[cH:30][cH:31]3)[cH:24][cH:25]2)[CH2:36][CH:37]=[CH2:38])[cH:12][cH:13]1)=[O:39])=[O:40].[ClH:43].[Li+:42].[OH-:41]>>[O:2]=[C:3]([CH2:4][CH2:5][NH:6][C:7]([c:8]1[cH:9][cH:10][c:11]([C:14]([CH2:15][CH:16]=[CH2:17])([CH2:18][O:19][c:20]2[cH:21][cH:22][c:23](-[c:26]3[cH:27][cH:28][c:29]([C:32]([F:33])([F:34])[F:35])[cH:30][cH:31]3)[cH:24][cH:25]2)[CH2:36][CH:37]=[CH2:38])[cH:12][cH:13]1)=[O:39])[OH:40]. The reactants are CC([C@H](C(=O)O)N1C(C2=CC=C(C=C2C1)C1=CC=C(C=C1)NC(=O)NC1=CC(=CC=C1)C(F)(F)F)=O)C ((R)-3-Methyl-2-(1-oxo-5-(4-(3-(3-(trifluoromethyl)phenyl)ureido)phenyl)isoindolin-2-yl)butanoic acid), O=C1N(CC2=CC(=CC=C12)C1=CC=C(C=C1)NC(=O)NC1=CC(=CC=C1)C(F)(F)F)[C@H](C(=O)OC)CC1=CC=CC=C1 ((S)-Methyl 2-(1-oxo-5-(4-(3-(3-(trifluoromethyl)phenyl)ureido)phenyl)isoindolin-2-yl)-3-phenylpropanoate). The product is O=C1N(CC2=CC(=CC=C12)C1=CC=C(C=C1)NC(=O)NC1=CC(=CC=C1)C(F)(F)F)[C@H](C(=O)O)CC1=CC=CC=C1 ((S)-2-(1-Oxo-5-(4-(3-(3-(trifluoromethyl)phenyl)ureido)phenyl)isoindolin-2-yl)-3-phenylpropanoic acid). Isolated yield 87.0%. RXN SMILES: CC(C)[C@@H](N1CC2C(=CC=C(C3C=CC(NC(NC4C=CC=C(C(F)(F)F)C=4)=O)=CC=3)C=2)C1=O)C(O)=O.[O:38]=[C:39]1[C:47]2[C:42](=[CH:43][C:44]([C:48]3[CH:53]=[CH:52][C:51]([NH:54][C:55]([NH:57][C:58]4[CH:63]=[CH:62][CH:61]=[C:60]([C:64]([F:67])([F:66])[F:65])[CH:59]=4)=[O:56])=[CH:50][CH:49]=3)=[CH:45][CH:46]=2)[CH2:41][N:40]1[C@@H:68]([CH2:73][C:74]1[CH:79]=[CH:78][CH:77]=[CH:76][CH:75]=1)[C:69]([O:71]C)=[O:70]>>[O:38]=[C:39]1[C:47]2[C:42](=[CH:43][C:44]([C:48]3[CH:53]=[CH:52][C:51]([NH:54][C:55]([NH:57][C:58]4[CH:63]=[CH:62][CH:61]=[C:60]([C:64]([F:66])([F:65])[F:67])[CH:59]=4)=[O:56])=[CH:50][CH:49]=3)=[CH:45][CH:46]=2)[CH2:41][N:40]1[C@@H:68]([CH2:73][C:74]1[CH:75]=[CH:76][CH:77]=[CH:78][CH:79]=1)[C:69]([OH:71])=[O:70]. Procedure details: The compound of example 382 was prepared analogous to the compound of example 361 by hydrolysis of the compound of example 381.